This data is from the Open Reaction Database (ORD), a public repository of structured organic reaction records. The task is: describe an organic reaction: reactants, conditions, products, and yield Reactants: Cc1ccccc1, C#CCN1C(=O)COc2ccc(-n3c(=O)cc(C(F)(F)F)[nH]c3=O)cc21, O=P(Cl)(Cl)Cl, c1ccncc1. Product: C#CCN1C(=O)COc2ccc(-n3c(Cl)nc(C(F)(F)F)cc3=O)cc21. Reaction SMILES: [CH3:38][c:39]1[cH:40][cH:41][cH:42][cH:43][cH:44]1.[O:7]=[C:8]1[CH2:9][O:10][c:11]2[c:12]([cH:17][c:18](-[n:21]3[c:22](=[O:32])[nH:23][c:24]([C:28]([F:29])([F:30])[F:31])[cH:25][c:26]3=[O:27])[cH:19][cH:20]2)[N:13]1[CH2:14][C:15]#[CH:16].[P:33]([Cl:34])([Cl:35])([Cl:36])=[O:37].[cH:1]1[cH:2][cH:3][n:4][cH:5][cH:6]1>>[O:7]=[C:8]1[CH2:9][O:10][c:11]2[c:12]([cH:17][c:18](-[n:21]3[c:22]([Cl:35])[n:23][c:24]([C:28]([F:29])([F:30])[F:31])[cH:25][c:26]3=[O:27])[cH:19][cH:20]2)[N:13]1[CH2:14][C:15]#[CH:16]. The reactants are CCOc1cc(C(C)(C)C)ncc1C1=NC(C)(c2ccc(Cl)cc2)C(C)(c2ccc(Cl)cc2)N1C(=O)Cl, C1CCN(C2CCNCC2)C1. The product is CCOc1cc(C(C)(C)C)ncc1C1=NC(C)(c2ccc(Cl)cc2)C(C)(c2ccc(Cl)cc2)N1C(=O)N1CCC(N2CCCC2)CC1. RXN SMILES: [C:1]([CH3:2])([CH3:3])([CH3:4])[c:5]1[cH:6][c:7]([O:35][CH2:36][CH3:37])[c:8]([C:11]2=[N:15][C:14]([CH3:16])([c:17]3[cH:18][cH:19][c:20]([Cl:23])[cH:21][cH:22]3)[C:13]([CH3:24])([c:25]3[cH:26][cH:27][c:28]([Cl:31])[cH:29][cH:30]3)[N:12]2[C:32](=[O:33])[Cl:34])[cH:9][n:10]1.[N:38]1([CH:43]2[CH2:44][CH2:45][NH:46][CH2:47][CH2:48]2)[CH2:39][CH2:40][CH2:41][CH2:42]1>>[C:1]([CH3:2])([CH3:3])([CH3:4])[c:5]1[cH:6][c:7]([O:35][CH2:36][CH3:37])[c:8]([C:11]2=[N:15][C:14]([CH3:16])([c:17]3[cH:18][cH:19][c:20]([Cl:23])[cH:21][cH:22]3)[C:13]([CH3:24])([c:25]3[cH:26][cH:27][c:28]([Cl:31])[cH:29][cH:30]3)[N:12]2[C:32](=[O:33])[N:46]2[CH2:45][CH2:44][CH:43]([N:38]3[CH2:39][CH2:40][CH2:41][CH2:42]3)[CH2:48][CH2:47]2)[cH:9][n:10]1. Reactants: Nc1ncnc2[nH]nc(-c3ccc(Oc4ccccc4)cc3)c12, OC1CCC2(CC1)OCCO2, CCOC(=O)N=NC(=O)OCC, C1CCOC1, c1ccc(P(c2ccccc2)c2ccccc2)cc1. Yields the product Nc1ncnc2c1c(-c1ccc(Oc3ccccc3)cc1)nn2C1CCC2(CC1)OCCO2. RXN SMILES: [O:1]([c:2]1[cH:3][cH:4][cH:5][cH:6][cH:7]1)[c:8]1[cH:9][cH:10][c:11](-[c:14]2[n:15][nH:16][c:17]3[n:18][cH:19][n:20][c:21]([NH2:23])[c:22]23)[cH:12][cH:13]1.[O:24]1[CH2:25][CH2:26][O:27][C:28]12[CH2:29][CH2:30][CH:31]([OH:34])[CH2:32][CH2:33]2.[O:54]=[C:55]([O:56][CH2:57][CH3:58])[N:59]=[N:60][C:61]([O:62][CH2:63][CH3:64])=[O:65].[O:66]1[CH2:67][CH2:68][CH2:69][CH2:70]1.[c:35]1([P:36]([c:37]2[cH:38][cH:39][cH:40][cH:41][cH:42]2)[c:43]2[cH:44][cH:45][cH:46][cH:47][cH:48]2)[cH:49][cH:50][cH:51][cH:52][cH:53]1>>[O:1]([c:2]1[cH:3][cH:4][cH:5][cH:6][cH:7]1)[c:8]1[cH:9][cH:10][c:11](-[c:14]2[n:15][n:16]([CH:31]3[CH2:30][CH2:29][C:28]4([O:24][CH2:25][CH2:26][O:27]4)[CH2:33][CH2:32]3)[c:17]3[n:18][cH:19][n:20][c:21]([NH2:23])[c:22]23)[cH:12][cH:13]1. As a reaction SMILES: [CH:1]([C:3]1[CH:8]=[CH:7][CH:6]=[CH:5][C:4]=1[OH:9])=[CH2:2]>O>[CH2:1]([C:3]1[CH:8]=[CH:7][CH:6]=[CH:5][C:4]=1[OH:9])[CH3:2]. Product: C(C)C1=C(C=CC=C1)O (ethylphenol). Procedure details: The process according to claim 1, wherein said vinylphenol-containing polymerization raw material comprises vinylphenol, non-polymerizable phenols and water, and is a crude reaction product or a partially purified reaction product obtained by dehydrogenation of ethylphenol. Reactants: C(=C)C1=C(C=CC=C1)O (vinylphenol), C(=C)C1=C(C=CC=C1)O (vinylphenol), phenols. Solvent: O (water).